Dataset: the Open Reaction Database (ORD), a public repository of structured organic reaction records. Task: describe an organic reaction: reactants, conditions, products, and yield Reactants: [Br-], [Mg+]CCc1ccccc1, C1CCOC1, CN1CCCC1=O, COC(=O)c1cccc(OS(=O)(=O)C(F)(F)F)c1, Cl, O. Product: COC(=O)c1cccc(CCc2ccccc2)c1. As a reaction SMILES: [Br-:26].[CH2:27]([CH2:28][c:29]1[cH:30][cH:31][cH:32][cH:33][cH:34]1)[Mg+:35].[CH2:38]1[O:39][CH2:40][CH2:41][CH2:42]1.[CH3:19][N:20]1[CH2:21][CH2:22][CH2:23][C:24]1=[O:25].[CH3:1][O:2][C:3]([c:4]1[cH:5][c:6]([O:10][S:11]([C:12]([F:13])([F:14])[F:15])(=[O:16])=[O:17])[cH:7][cH:8][cH:9]1)=[O:18].[ClH:36].[OH2:37]>>[CH3:1][O:2][C:3]([c:4]1[cH:5][c:6]([CH2:27][CH2:28][c:29]2[cH:30][cH:31][cH:32][cH:33][cH:34]2)[cH:7][cH:8][cH:9]1)=[O:18]. Reactants: BrC=1C=C2C(=NC1)N(C=C2C=2C(=NN(C2C)CC2=CC(=CC=C2)F)C)S(=O)(=O)C2=CC=C(C)C=C2 (5-bromo-3-(1-(3-fluorobenzyl)-3,5-dimethyl-1H-pyrazol-4-yl)-1-tosyl-1H-pyrrolo[2,3-b]pyridine), C([O-])([O-])=O.[Na+].[Na+] (sodium carbonate), COC1=C(C=C(C=C1)B1OC(C(O1)(C)C)(C)C)NS(=O)(=O)CC (N-(2-methoxy-5-(4,4,5,5-tetramethyl-1,3,2-dioxaborolan-2-yl)phenyl)ethanesulfonamide), COC1=C(C=C(C=C1)B1OC(C(O1)(C)C)(C)C)NS(=O)(=O)CC (N-(2-methoxy-5-(4,4,5,5-tetramethyl-1,3,2-dioxaborolan-2-yl)phenyl)ethanesulfonamide). Reagents/catalysts: C1=CC=C(C=C1)P([C-]2C=CC=C2)C3=CC=CC=C3.C1=CC=C(C=C1)P([C-]2C=CC=C2)C3=CC=CC=C3.Cl[Pd]Cl.[Fe+2] (PdCl2(dppf)). The solvent is COCCOC.O (DME water). The product is FC=1C=C(CN2N=C(C(=C2C)C2=CN(C3=NC=C(C=C32)C=3C=CC(=C(C3)NS(=O)(=O)CC)OC)S(=O)(=O)C3=CC=C(C)C=C3)C)C=CC1 (N-(5-(3-(1-(3-fluorobenzyl)-3,5-dimethyl-1H-pyrazol-4-yl)-1-tosyl-1H-pyrrolo[2,3-b]pyridin-5-yl)-2-methoxyphenyl)ethanesulfonamide). The yield is 94.7%. RXN SMILES: Br[C:2]1[CH:3]=[C:4]2[C:10]([C:11]3[C:12]([CH3:25])=[N:13][N:14]([CH2:17][C:18]4[CH:23]=[CH:22][CH:21]=[C:20]([F:24])[CH:19]=4)[C:15]=3[CH3:16])=[CH:9][N:8]([S:26]([C:29]3[CH:35]=[CH:34][C:32]([CH3:33])=[CH:31][CH:30]=3)(=[O:28])=[O:27])[C:5]2=[N:6][CH:7]=1.[CH3:36][O:37][C:38]1[CH:43]=[CH:42][C:41](B2OC(C)(C)C(C)(C)O2)=[CH:40][C:39]=1[NH:53][S:54]([CH2:57][CH3:58])(=[O:56])=[O:55].C(=O)([O-])[O-].[Na+].[Na+]>COCCOC.O.C1C=CC(P(C2C=CC=CC=2)[C-]2C=CC=C2)=CC=1.C1C=CC(P(C2C=CC=CC=2)[C-]2C=CC=C2)=CC=1.Cl[Pd]Cl.[Fe+2]>[F:24][C:20]1[CH:19]=[C:18]([CH:23]=[CH:22][CH:21]=1)[CH2:17][N:14]1[C:15]([CH3:16])=[C:11]([C:10]2[C:4]3[C:5](=[N:6][CH:7]=[C:2]([C:41]4[CH:42]=[CH:43][C:38]([O:37][CH3:36])=[C:39]([NH:53][S:54]([CH2:57][CH3:58])(=[O:55])=[O:56])[CH:40]=4)[CH:3]=3)[N:8]([S:26]([C:29]3[CH:30]=[CH:31][C:32]([CH3:33])=[CH:34][CH:35]=3)(=[O:27])=[O:28])[CH:9]=2)[C:12]([CH3:25])=[N:13]1 |f:2.3.4,5.6,7.8.9.10|. Procedure: Using similar reaction conditions as described in step-i of example-1, 5-bromo-3-(1-(3-fluorobenzyl)-3,5-dimethyl-1H-pyrazol-4-yl)-1-tosyl-1H-pyrrolo[2,3-b]pyridine (compound of step-i of example 14) (170 mg, 0.307 mmol) was coupled with N-(2-methoxy-5-(4,4,5,5-tetramethyl-1,3,2-dioxaborolan-2-yl)phenyl)ethanesulfonamide (intermediate 18) (125 mg, 0.368 mmol) using PdCl2(dppf) (50 mg, 0.0614 mmol) in sodium carbonate (97 mg, 0.920 mmol), DME/water (10/2 mL) to afford 200 mg of the crude titled c... Reactants: OC1=C(C=O)C=C(C=C1)C (2-hydroxy-5-methyl benzaldehyde), P(=O)(OCC)(OCC)Cl (diethyl chlorophosphate), Cl (HCl). Run in ClCCl (dichloromethane), C(C)N(CC)CC (triethylamine). Reaction conditions: time 8 hour. Yields the product P(=O)(OCC)(OCC)OC1=C(C=C(C=C1)C)C=O (diethyl 2-formyl-4-methylphenyl phosphate). The yield is 81.0%. As a reaction SMILES: [OH:1][C:2]1[CH:9]=[CH:8][C:7]([CH3:10])=[CH:6][C:3]=1[CH:4]=[O:5].Cl.[P:12](Cl)([O:17][CH2:18][CH3:19])([O:14][CH2:15][CH3:16])=[O:13]>ClCCl.C(N(CC)CC)C>[P:12]([O:1][C:2]1[CH:9]=[CH:8][C:7]([CH3:10])=[CH:6][C:3]=1[CH:4]=[O:5])([O:17][CH2:18][CH3:19])([O:14][CH2:15][CH3:16])=[O:13]. Reported procedure: To a solution of 2-hydroxy-5-methyl benzaldehyde (4A) (1000 mg) in dry dichloromethane (20 mL) and triethylamine (2 mL), diethyl chlorophosphate (1.17 mL) was added in a dropwise manner. The mixture was stirred for overnight and the reaction mixture was acidified using 5% HCl and extracted with ethyl acetate and the extracts were combined, washed with sodium bicarbonate and then concentrated. Flash column chromatography furnished the pure product as colorless oil (1620 mg, 81%): 1H-NMR (500 MHz,...